The task is: describe an organic reaction: reactants, conditions, products, and yield. This data is from the Open Reaction Database (ORD), a public repository of structured organic reaction records. Starting materials: [H-].[Na+] (sodium hydride), BrCCOC (2-bromoethylmethyl ether), C(C)(C)(C)OC(=O)NC=1C=C(C(=O)OCC)C=CC1 (ethyl 3-[(tert-butoxycarbonyl)amino]benzoate), CN(C)C=O (DMF), [H-].[Na+] (sodium hydride), BrCCOC (2-bromoethylmethyl ether). Run in C(C)(=O)OCC (ethyl acetate), O (Water). The product is C(C)(C)(C)OC(=O)N(C=1C=C(C(=O)OCC)C=CC1)CCOC (ethyl 3-[(tert-butoxycarbonyl)(2-methoxyethyl)amino]benzoate). Yield: 58.3%. As a reaction SMILES: [C:1]([O:5][C:6]([NH:8][C:9]1[CH:10]=[C:11]([CH:17]=[CH:18][CH:19]=1)[C:12]([O:14][CH2:15][CH3:16])=[O:13])=[O:7])([CH3:4])([CH3:3])[CH3:2].CN(C=O)C.[H-].[Na+].Br[CH2:28][CH2:29][O:30][CH3:31]>C(OCC)(=O)C.O>[C:1]([O:5][C:6]([N:8]([CH2:28][CH2:29][O:30][CH3:31])[C:9]1[CH:10]=[C:11]([CH:17]=[CH:18][CH:19]=1)[C:12]([O:14][CH2:15][CH3:16])=[O:13])=[O:7])([CH3:2])([CH3:3])[CH3:4] |f:2.3|. Reported procedure: To a mixture of ethyl 3-[(tert-butoxycarbonyl)amino]benzoate (3.8 g) and DMF (20 ml) were added 60% sodium hydride (1.1 g) and 2-bromoethylmethyl ether (3.9 g) under ice-cooling, followed by stirring at room temperature over one night. To the reaction mixture were added 60% sodium hydride (0.28 g) and 2-bromoethylmethyl ether (0.98 g), followed by stirring at room temperature for 6 hours. Water and ethyl acetate were added thereto, and the organic layer was then separated, washed with 1 M hydroc... Starting materials: BrCCCCOCCCc1ccc(N2CCCC2)cc1, [Li]CCCC, C1CCOC1, CC1SCCCS1. Product: CC1(CCCCOCCCc2ccc(N3CCCC3)cc2)SCCCS1. As a reaction SMILES: [Br:13][CH2:14][CH2:15][CH2:16][CH2:17][O:18][CH2:19][CH2:20][CH2:21][c:22]1[cH:23][cH:24][c:25]([N:28]2[CH2:29][CH2:30][CH2:31][CH2:32]2)[cH:26][cH:27]1.[CH2:1]([Li:2])[CH2:3][CH2:4][CH3:5].[CH2:33]1[O:34][CH2:35][CH2:36][CH2:37]1.[CH3:6][CH:7]1[S:8][CH2:9][CH2:10][CH2:11][S:12]1>>[CH3:6][C:7]1([CH2:14][CH2:15][CH2:16][CH2:17][O:18][CH2:19][CH2:20][CH2:21][c:22]2[cH:23][cH:24][c:25]([N:28]3[CH2:29][CH2:30][CH2:31][CH2:32]3)[cH:26][cH:27]2)[S:8][CH2:9][CH2:10][CH2:11][S:12]1.